From a dataset of the Open Reaction Database (ORD), a public repository of structured organic reaction records. describe an organic reaction: reactants, conditions, products, and yield The reactants are ClC1=NC=C(C(=O)NCC2=CC(=CC=C2)OC)C=C1 (6-chloro-N-(3-methoxybenzyl)nicotinamide), ClC1=NC=C(C(=O)NCC2=CC(=CC=C2)OC)C=C1 (6-chloro-N-(3-methoxybenzyl)nicotinamide), C1(CC1)NC(C1=CC(=C(C=C1)C)B1OC(C(O1)(C)C)(C)C)=O (N-cyclopropyl-4-methyl-3-(4,4,5,5-tetramethyl-[1,3,2]dioxaborolan-2-yl)-benzamide), C1(CC1)NC(C1=CC(=C(C=C1)C)B1OC(C(O1)(C)C)(C)C)=O (N-cyclopropyl-4-methyl-3-(4,4,5,5-tetramethyl-[1,3,2]dioxaborolan-2-yl)-benzamide). The product is C1(CC1)NC(=O)C=1C=CC(=C(C1)C1=NC=C(C(=O)NCC2=CC(=CC=C2)OC)C=C1)C (6-[5-Cyclopropylcarbamoyl-2-methyl-phenyl]-N-(3-methoxybenzyl)-nicotinamide). RXN SMILES: Cl[C:2]1[CH:19]=[CH:18][C:5]([C:6]([NH:8][CH2:9][C:10]2[CH:15]=[CH:14][CH:13]=[C:12]([O:16][CH3:17])[CH:11]=2)=[O:7])=[CH:4][N:3]=1.[CH:20]1([NH:23][C:24](=[O:41])[C:25]2[CH:30]=[CH:29][C:28]([CH3:31])=[C:27](B3OC(C)(C)C(C)(C)O3)[CH:26]=2)[CH2:22][CH2:21]1>>[CH:20]1([NH:23][C:24]([C:25]2[CH:30]=[CH:29][C:28]([CH3:31])=[C:27]([C:2]3[CH:19]=[CH:18][C:5]([C:6]([NH:8][CH2:9][C:10]4[CH:15]=[CH:14][CH:13]=[C:12]([O:16][CH3:17])[CH:11]=4)=[O:7])=[CH:4][N:3]=3)[CH:26]=2)=[O:41])[CH2:21][CH2:22]1. Procedure details: 6-[5-Cyclopropylcarbamoyl-2-methyl-phenyl]-N-(3-methoxybenzyl)-nicotinamide was prepared from 6-chloro-N-(3-methoxybenzyl)nicotinamide (Intermediate 3) and N-cyclopropyl-4-methyl-3-(4,4,5,5-tetramethyl-[1,3,2]dioxaborolan-2-yl)-benzamide (Intermediate 8) using General Method B. LCMS: retention time 2.94 min, MH+ 416. NMR: δH [2H6]-DMSO 9.29,(1H, t), 9.15,(1H, s), 8.48,(1H, d), 8.35,(1H, d), 7.89,(1H, s), 7.81,(1H, d), 7.72,(1H, d), 7.41,(1H, d), 7.26,(1H, t), 6.93,(2H, m), 6.84,(1H, s), 4.51,(2H... RXN SMILES: [F:11][c:12]1[n:13][cH:14][cH:15][cH:16][cH:17]1.[F:1][c:2]1[cH:3][cH:4][c:5]([OH:10])[c:6]([C:7]#[N:8])[cH:9]1>>[F:1][c:2]1[cH:3][cH:4][c:5]([O:10][c:12]2[n:13][cH:14][cH:15][cH:16][cH:17]2)[c:6]([C:7]#[N:8])[cH:9]1. The reactants are Fc1ccccn1, N#Cc1cc(F)ccc1O. Product: N#Cc1cc(F)ccc1Oc1ccccn1. RXN SMILES: [O:1]1[C:5]2[CH:6]=[CH:7][C:8]([C:10]3([OH:20])[CH2:19][CH2:18][C:13]4(OCC[O:14]4)[CH2:12][CH2:11]3)=[CH:9][C:4]=2[O:3][CH2:2]1>CC(C)=O.Cl>[O:1]1[C:5]2[CH:6]=[CH:7][C:8]([C:10]3([OH:20])[CH2:11][CH2:12][C:13](=[O:14])[CH2:18][CH2:19]3)=[CH:9][C:4]=2[O:3][CH2:2]1. Solvent: CC(=O)C (acetone), Cl (HCl). Starting materials: O1COC2=C1C=CC(=C2)C2(CCC1(OCCO1)CC2)O (8-(1,3-benzodioxol-5-yl)-1,4-dioxaspiro-[4.5]decan-8-ol). Product: O1COC2=C1C=CC(=C2)C2(CCC(CC2)=O)O (4-(1,3-Benzodioxol-5-yl)-4-hydroxycyclohexanone). Procedure: A solution of 8-(1,3-benzodioxol-5-yl)-1,4-dioxaspiro-[4.5]decan-8-ol (5.0 g, 1.8 mmole) in acetone (75 ml) and concentrated HCl (1 ml) was stirred for 2 hr. The insoluble product was collected and dried (96%, mp: 162-164° C.). Calc'd for C13H14O4 : C, 66.66%; H, 6.03%. Found: C, 65.69%; H, 5.95%. Starting materials: COC1=CC=C(C=C1)CC(=O)O (p-methoxyphenylacetic acid), C(C)O (ethanol). The reagents and catalysts are S(O)(O)(=O)=O (sulfuric acid). Solvent: O (water). Conditions: temperature 78 celsius, time 20 minute. The product is COC1=CC=C(C=C1)CC(=O)OCC (ethyl p-methoxyphenylacetate). Yield: 89.3%. As a reaction SMILES: [CH3:1][O:2][C:3]1[CH:8]=[CH:7][C:6]([CH2:9][C:10]([OH:12])=[O:11])=[CH:5][CH:4]=1.[CH2:13](O)[CH3:14]>S(=O)(=O)(O)O.O>[CH3:1][O:2][C:3]1[CH:4]=[CH:5][C:6]([CH2:9][C:10]([O:12][CH2:13][CH3:14])=[O:11])=[CH:7][CH:8]=1. Reported procedure: 10 g (0.06 mol) of p-methoxyphenylacetic acid, 30 ml (0.74 mol) of ethanol and 0.11 ml (0.0026 mol) of sulfuric acid were mixed in a 250 ml balloon flask provided with thermometer and reflux cooler. The thus obtained solution was heated to reflux (78° C.) and held for 1 hour 20 minutes. It was then cooled down at room temperature and 50 ml of deionized water were added. The ethanol was evaporated under vacuum and 40 ml of dichloromethane were added over the residual aqueous phase. The thus obtai... Starting materials: COc1ccc(CNc2ncnc3c2CN(c2ccc(Br)cc2C#N)CC3)cn1, CC(=O)[O-], CC(=O)[O-], CB(O)O, Cc1ccccc1, C1CCC(P(C2CCCCC2)C2CCCCC2)CC1, [K+], [K+], [K+], O, O=P([O-])([O-])[O-], [Pd+2]. Yields the product COc1ccc(CNc2ncnc3c2CN(c2ccc(C)cc2C#N)CC3)cn1. As a reaction SMILES: [Br:1][c:2]1[cH:3][cH:4][c:5]([N:10]2[CH2:11][c:12]3[c:13]([n:14][cH:15][n:16][c:17]3[NH:18][CH2:19][c:20]3[cH:21][n:22][c:23]([O:26][CH3:27])[cH:24][cH:25]3)[CH2:28][CH2:29]2)[c:6]([C:7]#[N:8])[cH:9]1.[C:61]([O-:62])(=[O:63])[CH3:64].[C:66]([O-:67])(=[O:68])[CH3:69].[CH3:30][B:31]([OH:32])[OH:33].[CH3:71][c:72]1[cH:73][cH:74][cH:75][cH:76][cH:77]1.[CH:42]1([P:43]([CH:44]2[CH2:45][CH2:46][CH2:47][CH2:48][CH2:49]2)[CH:50]2[CH2:51][CH2:52][CH2:53][CH2:54][CH2:55]2)[CH2:56][CH2:57][CH2:58][CH2:59][CH2:60]1.[K+:39].[K+:40].[K+:41].[OH2:70].[P:34]([O-:35])([O-:36])([O-:37])=[O:38].[Pd+2:65]>>[c:2]1([CH3:30])[cH:3][cH:4][c:5]([N:10]2[CH2:11][c:12]3[c:13]([n:14][cH:15][n:16][c:17]3[NH:18][CH2:19][c:20]3[cH:21][n:22][c:23]([O:26][CH3:27])[cH:24][cH:25]3)[CH2:28][CH2:29]2)[c:6]([C:7]#[N:8])[cH:9]1. Starting materials: C1CCOC1, [Li]CCCC, COC[P+](c1ccccc1)(c1ccccc1)c1ccccc1, [Cl-], O=C1CCOCC1. Yields the product COC=C1CCOCC1. RXN SMILES: [CH2:36]1[O:37][CH2:38][CH2:39][CH2:40]1.[CH3:24][CH2:25][CH2:26][CH2:27][Li:28].[CH3:2][O:3][CH2:4][P+:5]([c:6]1[cH:7][cH:8][cH:9][cH:10][cH:11]1)([c:12]1[cH:13][cH:14][cH:15][cH:16][cH:17]1)[c:18]1[cH:19][cH:20][cH:21][cH:22][cH:23]1.[Cl-:1].[O:29]1[CH2:30][CH2:31][C:32](=[O:35])[CH2:33][CH2:34]1>>[CH3:2][O:3][CH:4]=[C:32]1[CH2:31][CH2:30][O:29][CH2:34][CH2:33]1. The reactants are NC=1SC(=NN1)C (2-Amino-5-methyl-1,3,4-thiadiazole), [BH4-].[Na+] (sodium borohydride), CC(C)O (IPA), O (water). Solvent: CC(=O)C (acetone). Yields the product CC1=NN=C(S1)NC(C)C (N-(5-methyl-1,3,4-thiadiazol-2-yl)-1-methylethylamine). As a reaction SMILES: [NH2:1][C:2]1[S:3][C:4]([CH3:7])=[N:5][N:6]=1.[BH4-].[Na+].O.[CH3:11][CH:12](O)[CH3:13]>CC(C)=O>[CH3:7][C:4]1[S:3][C:2]([NH:1][CH:12]([CH3:13])[CH3:11])=[N:6][N:5]=1 |f:1.2|. Procedure: 2-Amino-5-methyl-1,3,4-thiadiazole (23 g, 0.2 mole) in IPA (700 ml) and acetone (100 ml) was treated with sodium borohydride (20 g) in portions with stirring and cooling. The reaction mixture was then stirred and heated to reflux for 31/2 hours. The solution was then poured into water (3 L) and extracted with ether (× 3). The ethereal solution was dried, filtered and evaporated to give the title compound as a cream solid. m.p. 145° C.